Dataset: the Open Reaction Database (ORD), a public repository of structured organic reaction records. Task: describe an organic reaction: reactants, conditions, products, and yield The reactants are CC(C)OC(=O)/N=N/C(=O)OC(C)C (DIAD), OC=1C=C(C=CC1)S(=O)(=O)N(C)C (3-hydroxy-N,N,-dimethyl-benzenesulfonamide), ClC=1C(=C(CN(CCCO)CC(C2=CC=CC=C2)C2=CC=CC=C2)C=CC1)C(F)(F)F (3-[(3-chloro-2-trifluoromethyl-benzyl)-diphenylethyl-amino]-propan-1-ol), C1(=CC=CC=C1)P(C1=CC=CC=C1)C1=CC=CC=C1 (triphenylphosphine), Cl (HCl). Solvent: C(C)OCC (diethyl ether), C(Cl)Cl (CH2Cl2). Yields the product Cl.ClC=1C(=C(CN(CCCOC2=C(C=CC=C2)S(=O)(=O)N(C)C)CC(C2=CC=CC=C2)C2=CC=CC=C2)C=CC1)C(F)(F)F (3-[(3-Chloro-2-trifluoromethyl-benzyl)-diphenylethyl-amino}-propoxy-N,N-dimethyl-benzenesulfonamide hydrochloride). Yield: 52.4%. As a reaction SMILES: CC(OC(/N=N/C(OC(C)C)=O)=O)C.O[C:16]1[CH:17]=[C:18]([S:22]([N:25]([CH3:27])[CH3:26])(=[O:24])=[O:23])[CH:19]=[CH:20][CH:21]=1.[Cl:28][C:29]1[C:30]([C:55]([F:58])([F:57])[F:56])=[C:31]([CH:52]=[CH:53][CH:54]=1)[CH2:32][N:33]([CH2:38][CH:39]([C:46]1[CH:51]=[CH:50][CH:49]=[CH:48][CH:47]=1)[C:40]1[CH:45]=[CH:44][CH:43]=[CH:42][CH:41]=1)[CH2:34][CH2:35][CH2:36][OH:37].C1(P(C2C=CC=CC=2)C2C=CC=CC=2)C=CC=CC=1.Cl>C(Cl)Cl.C(OCC)C>[ClH:28].[Cl:28][C:29]1[C:30]([C:55]([F:56])([F:57])[F:58])=[C:31]([CH:52]=[CH:53][CH:54]=1)[CH2:32][N:33]([CH2:38][CH:39]([C:40]1[CH:41]=[CH:42][CH:43]=[CH:44][CH:45]=1)[C:46]1[CH:51]=[CH:50][CH:49]=[CH:48][CH:47]=1)[CH2:34][CH2:35][CH2:36][O:37][C:19]1[CH:20]=[CH:21][CH:16]=[CH:17][C:18]=1[S:22]([N:25]([CH3:27])[CH3:26])(=[O:24])=[O:23] |f:7.8|. Reported procedure: DIAD (48 uL, 0.24 mmol) was added dropwise to a RT solution of 3-hydroxy-N,N,-dimethyl-benzenesulfonamide (0.040 g, 0.2 mmol), 3-[(3-chloro-2-trifluoromethyl-benzyl)-diphenylethyl-amino]-propan-1-ol (0.088 g, 0.2 mmol) and triphenylphosphine (0.063 g, 0.24 mmol). The mixture was stirred for 48 at rt than was concentrated and purified by reverse phase HPLC to provide a solid which was dissolved in CH2Cl2 and treated with excess 4M HCl in diethyl ether. The mixture was concentrated to provide 35 m... Yield: 89.7%. Conditions: temperature -78 celsius, time 2 hour. Reaction SMILES: [CH2:1]([O:3][C:4](=[O:19])[CH2:5][C:6]1[C:15]2[C:10](=[CH:11][CH:12]=[C:13]([O:16][CH3:17])[N:14]=2)[N:9]=[CH:8][C:7]=1[F:18])[CH3:2].Br[CH2:21][C:22]#[N:23].O>C1COCC1>[CH2:1]([O:3][C:4](=[O:19])[CH:5]([C:6]1[C:15]2[C:10](=[CH:11][CH:12]=[C:13]([O:16][CH3:17])[N:14]=2)[N:9]=[CH:8][C:7]=1[F:18])[CH2:21][C:22]#[N:23])[CH3:2]. Reactants: C(C)OC(CC1=C(C=NC2=CC=C(N=C12)OC)F)=O ((3-fluoro-6-methoxy-[1,5]naphthyridin-4-yl)-acetic acid ethyl ester), O (water), methyl ester, BrCC#N (Bromoacetonitrile). Solvent: C1CCOC1 (THF), C1CCOC1 (THF). Reported procedure: LiRMDS in THF (1M; 12.5 mL) was added at −78° C. during 15 min to a solution of (3-fluoro-6-methoxy-[1,5]naphthyridin-4-yl)-acetic acid ethyl ester (3.00 g; prepared in analogy to the corresponding methyl ester described in WO 2007/122258) in THF (30 mL). The resulting orange mixture was stirred at −78° C. for 2 h. Bromoacetonitrile (1.13 mL) was added dropwise and the reaction mixture was further stirred at −78° C. for 2 h. The reaction mixture was treated with water and extracted with EA. The ... Yields the product C(C)OC(C(CC#N)C1=C(C=NC2=CC=C(N=C12)OC)F)=O (rac-3-cyano-2-(3-fluoro-6-methoxy-[1,5]naphthyridin-4-yl)-propionic acid ethyl ester). Reactants: FC1=C(C=CC(=C1)F)C(CN1N=CN=C1)(C(=C)C1=CC=C(C=C1)C1=CN=NN1CC1=CC=CC=C1)O (2-(2,4-difluorophenyl)-3-(4-[1-benzyl-1,2,3-triazol-5-yl]phenyl)-1-(1,2,4-triazol-1-yl)-3-buten-2-ol). Reagents/catalysts: [Pd] (palladium on charcoal). Solvent: CO (methanol). Product: FC1=C(C=CC(=C1)F)C(CN1N=CN=C1)(C(C)C1=CC=C(C=C1)C=1N=NNC1)O (2-(2,4-Difluorophenyl)-3-(4-[1,2,3-triazol-4-yl]phenyl)-1-(1,2,4-triazol-1-yl)butan-2-ol). Yield: 84.1%. Reaction SMILES: [F:1][C:2]1[CH:7]=[C:6]([F:8])[CH:5]=[CH:4][C:3]=1[C:9]([OH:36])([C:16]([C:18]1[CH:23]=[CH:22][C:21]([C:24]2[N:28](CC3C=CC=CC=3)[N:27]=[N:26][CH:25]=2)=[CH:20][CH:19]=1)=[CH2:17])[CH2:10][N:11]1[CH:15]=[N:14][CH:13]=[N:12]1>CO.[Pd]>[F:1][C:2]1[CH:7]=[C:6]([F:8])[CH:5]=[CH:4][C:3]=1[C:9]([OH:36])([CH:16]([C:18]1[CH:23]=[CH:22][C:21]([C:24]2[N:28]=[N:27][NH:26][CH:25]=2)=[CH:20][CH:19]=1)[CH3:17])[CH2:10][N:11]1[CH:15]=[N:14][CH:13]=[N:12]1. Reported procedure: A solution of 2-(2,4-difluorophenyl)-3-(4-[1-benzyl-1,2,3-triazol-5-yl]phenyl)-1-(1,2,4-triazol-1-yl)-3-buten-2-ol(0.15 g,0.3 mmol-see Preparation 43) in methanol (100 ml) was hydrogenated at 50 psi (333 kPa) pressure over 10% palladium on charcoal (0.1 g) for 18 hours at 100° C. The cooled mixture was filtered through "Arbocel" and the filtrate was concentrated under reduced pressure. The residue was purified by flash chromatography on silica by elution with dichloromethane/methanol (19:1). Fra... The reactants are ClC1=C(C=C(C=C1)O)[N+](=O)[O-] (4-chloro-3-nitro-phenol), BrCC1=CC=C(C=C1)C (1-Bromomethyl-4-methyl-benzene). Product: ClC1=C(C=C(C=C1)OCC1=CC=C(C=C1)C)[N+](=O)[O-] (1-Chloro-4-(4-methyl-benzyloxy)-2-nitro-benzene). As a reaction SMILES: [Cl:1][C:2]1[CH:7]=[CH:6][C:5]([OH:8])=[CH:4][C:3]=1[N+:9]([O-:11])=[O:10].Br[CH2:13][C:14]1[CH:19]=[CH:18][C:17]([CH3:20])=[CH:16][CH:15]=1>>[Cl:1][C:2]1[CH:7]=[CH:6][C:5]([O:8][CH2:13][C:14]2[CH:19]=[CH:18][C:17]([CH3:20])=[CH:16][CH:15]=2)=[CH:4][C:3]=1[N+:9]([O-:11])=[O:10]. Procedure: A solution of 4-chloro-3-nitro-phenol was reacted with 1-Bromomethyl-4-methyl-benzene using the conditions described in Example 10C to provide 1-Chloro-4-(4-methyl-benzyloxy)-2-nitro-benzene which was treated sequentially using the procedures from Examples 10D and 10E to provide the title product. Starting materials: ClC1=CC=C(C=C1)[N+](=O)[O-] (4-chloronitrobenzene), OS(=O)(=O)O.O=S(=O)=O (oleum), OS(=O)(=O)O (H2SO4). Yields the product O.O.ClC1=CC=C(C=C1S(=O)(=O)O)[N+](=O)[O-] (6-chloro-3-nitrobenzenesulfonic acid dihydrate). Reaction SMILES: [Cl:1][C:2]1[CH:7]=[CH:6][C:5]([N+:8]([O-:10])=[O:9])=[CH:4][CH:3]=1.[OH:11]S(O)(=O)=O.[O:16]=[S:17](=[O:19])=[O:18].OS(O)(=O)=O>>[OH2:9].[OH2:11].[Cl:1][C:2]1[C:7]([S:17]([OH:19])(=[O:18])=[O:16])=[CH:6][C:5]([N+:8]([O-:10])=[O:9])=[CH:4][CH:3]=1 |f:1.2,4.5.6|. Reported procedure: 158.4 parts by weight of a sulfonation mixture (density 1.64 g/ml) which is obtained by reacting 63.0 parts by weight of 4-chloronitrobenzene with 86.3 parts by weight of 65% strength oleum (=65 parts of SO3 and 35 parts of H2SO4) and 9.1 parts by weight of H2SO4 is mixed, in an enameled dilution and precipitation vessel which is equipped with an anchor stirrer and cooling means, with 180.0 parts by weight of 11% strength sulfuric acid (or dilute sulfuric acid filtrate from the 2nd precipitation... The reactants are FC(CCCCCC/C=C/[C@@H]([C@](C(=O)OC(C)(C)C)(CCOC)O)C(=O)[O-])(CCCCCCC)F (1-tert-butyl (2S,3S)-3-((E)-9,9-difluoro-hexadec-1-enyl)-2-hydroxy-2-(2-methoxy-ethyl)-succinate), C(CCCCCC)C1(OCCO1)CCCCCC/C=C/[C@@H]([C@](C(=O)OC(C)(C)C)(CCOC)O)C(=O)[O-] (1-tert-butyl (2S,3S)-3-[(E)-8-(2-heptyl-[1,3]dioxolan-2-yl)-oct-1-enyl]-2-hydroxy-2-(2-methoxy-ethyl)-succinate), N[C@H](C(=O)OC)CC1=CC=C(C=C1)OCCCC (methyl (S)-2-amino-3-(4-butoxy-phenyl)-propionate). The product is C(C#CC)OC1=CC=C(C=C1)C[C@@H](C(=O)OC)NC(=O)[C@H]([C@](C(=O)OC(C)(C)C)(CCOC)O)\C=C\CCCCCCC(CCCCCCC)(F)F (tert-Butyl (E)-(2S,3S)-3-[(S)-2-(4-but-2-ynyloxy-phenyl)-1-methoxycarbonyl-ethylcarbamoyl]-12,12-difluoro-2-hydroxy-2-(2-methoxy-ethyl)-nonadec-4-enoate). RXN SMILES: [F:1][C:2]([F:35])([CH2:28][CH2:29][CH2:30][CH2:31][CH2:32][CH2:33][CH3:34])[CH2:3][CH2:4][CH2:5][CH2:6][CH2:7][CH2:8]/[CH:9]=[CH:10]/[C@H:11]([C:25]([O-])=[O:26])[C@@:12]([OH:24])([CH2:20][CH2:21][O:22][CH3:23])[C:13]([O:15][C:16]([CH3:19])([CH3:18])[CH3:17])=[O:14].C(C1(CCCCCC/C=C/[C@H](C([O-])=O)[C@@](O)(CCOC)C(OC(C)(C)C)=O)OCCO1)CCCCCC.[NH2:73][C@@H:74]([CH2:79][C:80]1[CH:85]=[CH:84][C:83]([O:86][CH2:87][CH2:88][CH2:89][CH3:90])=[CH:82][CH:81]=1)[C:75]([O:77][CH3:78])=[O:76]>>[CH2:87]([O:86][C:83]1[CH:82]=[CH:81][C:80]([CH2:79][C@H:74]([NH:73][C:25]([C@@H:11](/[CH:10]=[CH:9]/[CH2:8][CH2:7][CH2:6][CH2:5][CH2:4][CH2:3][C:2]([F:1])([F:35])[CH2:28][CH2:29][CH2:30][CH2:31][CH2:32][CH2:33][CH3:34])[C@@:12]([OH:24])([CH2:20][CH2:21][O:22][CH3:23])[C:13]([O:15][C:16]([CH3:19])([CH3:18])[CH3:17])=[O:14])=[O:26])[C:75]([O:77][CH3:78])=[O:76])=[CH:85][CH:84]=1)[C:88]#[C:89][CH3:90]. Procedure details: No. 6804236 was obtained by the synthetic method in Step A-4 (dehydration condensation with 1-[bis(dimethylamino)methyliumyl]-1H-1,2,3-triazolo[4,5-B]pyridine-3-oxide hexafluorophosphate), except that No. 5553644, 1-tert-butyl (2S,3S)-3-((E)-9,9-difluoro-hexadec-1-enyl)-2-hydroxy-2-(2-methoxy-ethyl)-succinate was used instead of No. 6801710, 1-tert-butyl (2S,3S)-3-[(E)-8-(2-heptyl-[1,3]dioxolan-2-yl)-oct-1-enyl]-2-hydroxy-2-(2-methoxy-ethyl)-succinate, and methyl (S)-2-amino-3-(4-butoxy-phenyl)-... The reactants are Cl.C(C1=CC=CC=C1)N1C[C@H](OCC1)COC(C1=CC=CC=C1)=O ((2S)-4-Benzyl-2-benzoyloxymethylmorpholine hydrochloride). Reagents/catalysts: [C].[Pd] (palladium-carbon). Solvent: CO (methanol). Run at time 4 hour. The product is Cl.C(C1=CC=CC=C1)(=O)OC[C@@H]1CNCCO1 ((2S)-2-benzoyloxymethylmorpholine hydrochloride). The yield is 42.2%. As a reaction SMILES: [ClH:1].C([N:9]1[CH2:14][CH2:13][O:12][C@H:11]([CH2:15][O:16][C:17](=[O:24])[C:18]2[CH:23]=[CH:22][CH:21]=[CH:20][CH:19]=2)[CH2:10]1)C1C=CC=CC=1>CO.[C].[Pd]>[ClH:1].[C:17]([O:16][CH2:15][C@H:11]1[O:12][CH2:13][CH2:14][NH:9][CH2:10]1)(=[O:24])[C:18]1[CH:19]=[CH:20][CH:21]=[CH:22][CH:23]=1 |f:0.1,3.4,5.6|. Procedure: (2S)-4-Benzyl-2-benzoyloxymethylmorpholine hydrochloride (4.0 g) is dissolved in methanol (32 ml) and thereto is added 10 % palladium-carbon (0.8 g), and the mixture is stirred under hydrogen pressure of 5 kg/cm2 at room temperature for 4 hours. Palladium-carbon is filtered off and the solvent is distilled off under reduced pressure. The residue is recrystallized from chloroform-ethanol to give the title compound (1.25 g). The reactants are C1COCCO1, CO, CCOC(C)=O, COc1ccc(Cl)c(Nc2nc3ccccc3nc2NS(=O)(=O)c2cccc(C#N)c2)c1, Cl, [Na+], [OH-]. Yields the product COc1ccc(Cl)c(Nc2nc3ccccc3nc2NS(=O)(=O)c2cccc(C(=O)O)c2)c1. Reaction SMILES: [CH2:33]1[O:34][CH2:35][CH2:36][O:37][CH2:38]1.[CH3:42][OH:43].[CH3:44][CH2:45][O:46][C:47](=[O:48])[CH3:49].[Cl:1][c:2]1[c:3]([NH:10][c:11]2[c:12]([NH:21][S:22](=[O:23])(=[O:24])[c:25]3[cH:26][c:27]([C:31]#[N:32])[cH:28][cH:29][cH:30]3)[n:13][c:14]3[cH:15][cH:16][cH:17][cH:18][c:19]3[n:20]2)[cH:4][c:5]([O:8][CH3:9])[cH:6][cH:7]1.[ClH:41].[Na+:40].[OH-:39]>>[Cl:1][c:2]1[c:3]([NH:10][c:11]2[c:12]([NH:21][S:22](=[O:23])(=[O:24])[c:25]3[cH:26][c:27]([C:31](=[O:39])[OH:43])[cH:28][cH:29][cH:30]3)[n:13][c:14]3[cH:15][cH:16][cH:17][cH:18][c:19]3[n:20]2)[cH:4][c:5]([O:8][CH3:9])[cH:6][cH:7]1. Reactants: CC(C)(CC(=O)O)c1ccccc1, CN(C)C=O, O=C(Cl)C(=O)Cl, ClCCl. Yields the product CC(C)(CC(=O)Cl)c1ccccc1. As a reaction SMILES: [CH3:1][C:2]([CH2:3][C:4](=[O:5])[OH:6])([CH3:7])[c:8]1[cH:9][cH:10][cH:11][cH:12][cH:13]1.[CH3:20][N:21]([CH3:22])[CH:23]=[O:24].[Cl:14][C:15]([C:16]([Cl:17])=[O:18])=[O:19].[Cl:25][CH2:26][Cl:27]>>[CH3:1][C:2]([CH2:3][C:4](=[O:5])[Cl:14])([CH3:7])[c:8]1[cH:9][cH:10][cH:11][cH:12][cH:13]1. The reactants are C(=O)(OC(C)(C)C)N1CC2CNCC2C1 (3-Boc-3,7-diazabicyclo[3.3.0]octane), BrC1=CC=2CC3=CC=CC=C3C2C=C1 (2-bromofluorene), C(=O)([O-])[O-].[Cs+].[Cs+] (Cs2CO3). Reagents/catalysts: C=1C=CC(=CC1)/C=C/C(=O)/C=C/C2=CC=CC=C2.C=1C=CC(=CC1)/C=C/C(=O)/C=C/C2=CC=CC=C2.C=1C=CC(=CC1)/C=C/C(=O)/C=C/C2=CC=CC=C2.[Pd].[Pd] (tris(dibenzylideneacetone)dipalladium), C1(=CC=CC=C1)P(C1=C(C2=CC=CC=C2C=C1)C1=C(C=CC2=CC=CC=C12)P(C1=CC=CC=C1)C1=CC=CC=C1)C1=CC=CC=C1 (racemic-2,2′-bis(diphenylphosphino)-1,1′-binaphthyl). Solvent: C1(=CC=CC=C1)C (toluene). Conditions: temperature 85 celsius, time 18 hour. Product: C(C)(C)(C)OC(=O)N1CC2CN(CC2C1)C1=CC=2CC3=CC=CC=C3C2C=C1 (5-(9H-Fluoren-2-yl)-hexahydropyrrolo[3,4-c]pyrrole-2-carboxylic acid tert-butyl ester). Isolated yield 58.1%. As a reaction SMILES: [C:1]([N:8]1[CH2:15][CH:14]2[CH:10]([CH2:11][NH:12][CH2:13]2)[CH2:9]1)([O:3][C:4]([CH3:7])([CH3:6])[CH3:5])=[O:2].Br[C:17]1[CH:29]=[CH:28][C:27]2[C:26]3[C:21](=[CH:22][CH:23]=[CH:24][CH:25]=3)[CH2:20][C:19]=2[CH:18]=1.C([O-])([O-])=O.[Cs+].[Cs+]>C1(C)C=CC=CC=1.C1C=CC(/C=C/C(/C=C/C2C=CC=CC=2)=O)=CC=1.C1C=CC(/C=C/C(/C=C/C2C=CC=CC=2)=O)=CC=1.C1C=CC(/C=C/C(/C=C/C2C=CC=CC=2)=O)=CC=1.[Pd].[Pd].C1(P(C2C=CC=CC=2)C2C=CC3C(=CC=CC=3)C=2C2C3C(=CC=CC=3)C=CC=2P(C2C=CC=CC=2)C2C=CC=CC=2)C=CC=CC=1>[C:4]([O:3][C:1]([N:8]1[CH2:9][CH:10]2[CH:14]([CH2:13][N:12]([C:17]3[CH:29]=[CH:28][C:27]4[C:26]5[C:21](=[CH:22][CH:23]=[CH:24][CH:25]=5)[CH2:20][C:19]=4[CH:18]=3)[CH2:11]2)[CH2:15]1)=[O:2])([CH3:7])([CH3:6])[CH3:5] |f:2.3.4,6.7.8.9.10|. Procedure: A mixture of 3-Boc-3,7-diazabicyclo[3.3.0]octane (340 mg, 1.6 mmol; see WO 0181347), 2-bromofluorene (0.47 g, 1.9 mmol), tris(dibenzylideneacetone)dipalladium (0) (Pd2(dba)3; 44 mg, 0.048 mmol; Strem), racemic-2,2′-bis(diphenylphosphino)-1,1′-binaphthyl (BINAP; 50 mg, 0.080 mmol; Strem) and Cs2CO3 (1.0 g, 3.2 mmol; Aldrich) in toluene (25 mL) in a sealed tube was warmed to 85° C. and stirred for 18 h. The material was cooled to ambient temperature, filtered, concentrated under reduced pressure a...